Task: describe an organic reaction: reactants, conditions, products, and yield. Dataset: the Open Reaction Database (ORD), a public repository of structured organic reaction records Procedure details: In a similar fashion using route 14 general procedure 27, 5-trifluoromethyl-quinolin-8-ylamine (Intermediate 45) (125 mg, 0.58 mmol), pyridine-2-sulfonyl chloride (Intermediate 18) (125 mg, 0.70 mmol), pyridine (0.09 ml, 1.17 mmol), DMAP (cat.) and DCM (5 ml) gave the title compound (65 mg, 31%) after purification by column chromatography with n-hexane/DCM (50:50) as the eluent. Isolated yield 31.7%. Reagents/catalysts: CN(C)C=1C=CN=CC1 (DMAP). Run in C(Cl)Cl (DCM). Starting materials: N1=CC=CC=C1 (pyridine), FC(C1=C2C=CC=NC2=C(C=C1)N)(F)F (5-(trifluoromethyl)quinolin-8-amine), N1=C(C=CC=C1)S(=O)(=O)Cl (pyridine-2-sulfonyl chloride), FC(C1=C2C=CC=NC2=C(C=C1)N)(F)F (5-(trifluoromethyl)quinolin-8-amine), N1=C(C=CC=C1)S(=O)(=O)Cl (pyridine-2-sulfonyl chloride). Yields the product FC(C1=C2C=CC=NC2=C(C=C1)NS(=O)(=O)C1=NC=CC=C1)(F)F (Pyridine-2-sulfonic acid (5-trifluoromethyl-quinolin-8-yl)-amide). Reaction SMILES: [F:1][C:2]([F:15])([F:14])[C:3]1[CH:12]=[CH:11][C:10]([NH2:13])=[C:9]2[C:4]=1[CH:5]=[CH:6][CH:7]=[N:8]2.[N:16]1[CH:21]=[CH:20][CH:19]=[CH:18][C:17]=1[S:22](Cl)(=[O:24])=[O:23].N1C=CC=CC=1>CN(C1C=CN=CC=1)C.C(Cl)Cl>[F:15][C:2]([F:1])([F:14])[C:3]1[CH:12]=[CH:11][C:10]([NH:13][S:22]([C:17]2[CH:18]=[CH:19][CH:20]=[CH:21][N:16]=2)(=[O:24])=[O:23])=[C:9]2[C:4]=1[CH:5]=[CH:6][CH:7]=[N:8]2. Reaction conditions: time 48 hour. Reactants: [N+](=O)([O-])C1=CC=C(C=O)C=C1 (4-nitrobenzaldehyde), C(CC(=O)C)(=O)OCCC#N (2-cyanoethyl acetoacetate), CC(C)O (2-propanol). The reagents and catalysts are N1CCCCC1 (piperidine), C(C)(=O)O (acetic acid). Product: C(#N)CCOC(C(C(C)=O)=CC1=CC=C(C=C1)[N+](=O)[O-])=O (2-[(4-nitrophenyl)methylene]-3-oxobutanoic acid 2-cyanoethyl ester). Procedure details: A suspension of 4-nitrobenzaldehyde (10.00 g, 66.2 mol), 2-cyanoethyl acetoacetate (10.27 g, 66.2 mol), piperidine (281 mg, 3.31 mmol) and acetic acid (198 mg, 3.31 mmol) in 250 mol of 2-propanol was stirred at room temperature for 48 hrs. Reaction mixture was filtered, the solid collected and dried in air to give 2-[(4-nitrophenyl)methylene]-3-oxobutanoic acid 2-cyanoethyl ester as a white powder (11.24 g, 59%). As a reaction SMILES: [N+:1]([C:4]1[CH:11]=[CH:10][C:7]([CH:8]=O)=[CH:6][CH:5]=1)([O-:3])=[O:2].[C:12]([O:18][CH2:19][CH2:20][C:21]#[N:22])(=[O:17])[CH2:13][C:14]([CH3:16])=[O:15].CC(O)C>N1CCCCC1.C(O)(=O)C>[C:21]([CH2:20][CH2:19][O:18][C:12](=[O:17])[C:13](=[CH:8][C:7]1[CH:10]=[CH:11][C:4]([N+:1]([O-:3])=[O:2])=[CH:5][CH:6]=1)[C:14](=[O:15])[CH3:16])#[N:22]. Yield: 0.1%.